From a dataset of the Open Reaction Database (ORD), a public repository of structured organic reaction records. describe an organic reaction: reactants, conditions, products, and yield Reactants: CN(C)C(=O)Oc2cc1ccccc1c3ccccc23 (substrate), CCO[Si](OCC)(OCC)c1cccc(C)c1 (effective_coupling_partner). Reagents/catalysts: dcype. Run at temperature 120 celsius, time 12 hour. Yields the product Cc4cccc(c2cc1ccccc1c3ccccc23)c4. The reactants are NC1=C(C2=C(S1)C=C(C=C2)C)C(=O)OCC (ethyl 2-amino-6-methylbenzo[b]thiophene-3-carboxylate), Cl (hydrochloric acid), CC=1C=CC2=C(SC(=C2C(=O)OCC)NC2=C(C=CC=C2)[N+](=O)[O-])C1 (ethyl 6-methyl-2-(2-nitroanilino)benzo[b]thiophene-3-carboxylate), FC1=C(C=CC=C1)[N+](=O)[O-] (2-fluoronitrobenzene), crude crystals, O.O.[Sn](Cl)Cl (tin(II) chloride-dihydrate). The solvent is CS(=O)C (dimethyl sulfoxide), C(C)O (ethanol). Product: NC1=C(NC2=C(C3=C(S2)C=C(C=C3)C)C(=O)OCC)C=CC=C1 (ethyl 2-(2-aminoanilino)-6-methylbenzo[b]thiophene-3-carboxylate). RXN SMILES: NC1SC2C=C(C)C=CC=2C=1C(OCC)=O.FC1C=CC=CC=1[N+]([O-])=O.[CH3:27][C:28]1[CH:29]=[CH:30][C:31]2[C:35]([C:36]([O:38][CH2:39][CH3:40])=[O:37])=[C:34]([NH:41][C:42]3[CH:47]=[CH:46][CH:45]=[CH:44][C:43]=3[N+:48]([O-])=O)[S:33][C:32]=2[CH:51]=1.Cl.O.O.[Sn](Cl)Cl>C(O)C.CS(C)=O>[NH2:48][C:43]1[CH:44]=[CH:45][CH:46]=[CH:47][C:42]=1[NH:41][C:34]1[S:33][C:32]2[CH:51]=[C:28]([CH3:27])[CH:29]=[CH:30][C:31]=2[C:35]=1[C:36]([O:38][CH2:39][CH3:40])=[O:37] |f:4.5.6|. Procedure: In the same manner as in Starting Material Synthesis Example 4 and using ethyl 2-amino-6-methylbenzo[b]thiophene-3-carboxylate (4.18 g), 2-fluoronitrobenzene (2.5 g) and dimethyl sulfoxide (50 ml), crude crystals (7.5 g) of ethyl 6-methyl-2-(2-nitroanilino)benzo[b]thiophene-3-carboxylate were obtained. Without purification, in the same manner as in Starting Material Synthesis Example 21 and using ethanol (50 ml), 18% hydrochloric acid (70 ml) and tin(II) chloride-dihydrate (16 g), ethyl 2-(2-ami... Starting materials: C(C)(=O)O (acetic acid), Cl.Cl.C1(=CC=CC=C1)C(N1CC(C1)NN)C1=CC=CC=C1 (1-(diphenylmethyl)-3-hydrazinoazetidine dihydrochloride), CN(/C=C/C(=O)C1=C(C=CC(=C1)F)O)C ((2E)-3-(dimethylamino)-1-(5-fluoro-2-hydroxyphenyl)prop-2-en-1-one). The solvent is C(C)O (ethanol). Run at temperature 0 celsius, time 1 hour. The product is C1(=CC=CC=C1)C(N1CC(C1)N1N=CC=C1C1=C(C=CC(=C1)F)O)C1=CC=CC=C1 (2-{1-[1-(Diphenylmethyl)azetidin-3-yl]-1H-pyrazol-5-yl}-4-fluorophenol). As a reaction SMILES: Cl.Cl.[C:3]1([CH:9]([C:16]2[CH:21]=[CH:20][CH:19]=[CH:18][CH:17]=2)[N:10]2[CH2:13][CH:12]([NH:14][NH2:15])[CH2:11]2)[CH:8]=[CH:7][CH:6]=[CH:5][CH:4]=1.C(O)(=O)C.CN(C)/[CH:28]=[CH:29]/[C:30]([C:32]1[CH:37]=[C:36]([F:38])[CH:35]=[CH:34][C:33]=1[OH:39])=O>C(O)C>[C:16]1([CH:9]([C:3]2[CH:4]=[CH:5][CH:6]=[CH:7][CH:8]=2)[N:10]2[CH2:13][CH:12]([N:14]3[C:30]([C:32]4[CH:37]=[C:36]([F:38])[CH:35]=[CH:34][C:33]=4[OH:39])=[CH:29][CH:28]=[N:15]3)[CH2:11]2)[CH:21]=[CH:20][CH:19]=[CH:18][CH:17]=1 |f:0.1.2|. Procedure details: 1-(diphenylmethyl)-3-hydrazinoazetidine dihydrochloride (Preparation 690, 1.25 g, 4.30 mmol) was stirred in ethanol (20 ml) and acetic acid (8 ml) for 30 minutes with ice cooling to give a suspension. To this cold suspension was added (2E)-3-(dimethylamino)-1-(5-fluoro-2-hydroxyphenyl)prop-2-en-1-one (Preparation 221, 900 mg, 4.3 mmol), stirred at 0° C. for 1 hour then allowed to warm up to room temperature over 18 hours. The reaction mixture was evaporated and then partitioned between ethyl ace... The reactants are COCCCOc1ccnc(CSc2nc3ccccc3[nH]2)c1C, CC(=O)O, CO, [Na+], [Na+], [Na+], O=S([O-])([O-])=S, [OH-], O, OO. Yields the product COCCCOc1ccnc(CS(=O)c2nc3ccccc3[nH]2)c1C. RXN SMILES: [CH3:1][O:2][CH2:3][CH2:4][CH2:5][O:6][c:7]1[c:8]([CH3:24])[c:9]([CH2:13][S:14][c:15]2[n:16][c:17]3[c:18]([nH:19]2)[cH:20][cH:21][cH:22][cH:23]3)[n:10][cH:11][cH:12]1.[CH3:34][C:35](=[O:36])[OH:37].[CH3:38][OH:39].[Na+:26].[Na+:27].[Na+:28].[O-:29][S:30]([O-:31])(=[S:32])=[O:33].[OH-:25].[OH2:40].[OH:41][OH:42]>>[CH3:1][O:2][CH2:3][CH2:4][CH2:5][O:6][c:7]1[c:8]([CH3:24])[c:9]([CH2:13][S:14]([c:15]2[nH:16][c:17]3[c:18]([n:19]2)[cH:20][cH:21][cH:22][cH:23]3)=[O:29])[n:10][cH:11][cH:12]1. Starting materials: CC1=CC=C(C=C1)C1=NC(=CC(=N1)C(=O)OC)C1=CC=C(C=C1)C (methyl 2,6-bis(4-methylphenyl)pyrimidine-4-carboxylate), [OH-].[Na+] (sodium hydroxide), Cl (HCl). Solvent: C1CCOC1 (THF), O (water). Run at time 18 hour. Yields the product CC1=CC=C(C=C1)C1=NC(=CC(=N1)C(=O)O)C1=CC=C(C=C1)C (2,6-Bis(4-methylphenyl)pyrimidine-4-carboxylic acid). Reaction SMILES: [CH3:1][C:2]1[CH:7]=[CH:6][C:5]([C:8]2[N:13]=[C:12]([C:14]([O:16]C)=[O:15])[CH:11]=[C:10]([C:18]3[CH:23]=[CH:22][C:21]([CH3:24])=[CH:20][CH:19]=3)[N:9]=2)=[CH:4][CH:3]=1.[OH-].[Na+].Cl>C1COCC1.O>[CH3:1][C:2]1[CH:3]=[CH:4][C:5]([C:8]2[N:13]=[C:12]([C:14]([OH:16])=[O:15])[CH:11]=[C:10]([C:18]3[CH:23]=[CH:22][C:21]([CH3:24])=[CH:20][CH:19]=3)[N:9]=2)=[CH:6][CH:7]=1 |f:1.2|. Reported procedure: To a solution of methyl 2,6-bis(4-methylphenyl)pyrimidine-4-carboxylate (0.31 g, 0.98 mmol) in THF (10 mL) and water (10 mL) were added sodium hydroxide (1.0 M in water; 2.05 mL, 2.05 mmol). The mixture was stirred at ambient temperature. After 18 h, HCl (1.0 M in water) was added and the mixture was extracted with dichloromethane (3×). The combined organic extracts were washed with brine, dried over sodium sulfate, filtered and concentrated. MS 305.1 (M+1). Starting materials: C(C1=CC=CC=C1)(=O)NC[C@H](C(=O)OC(C)(C)C)[C@H](C(=O)NNC(=O)OCC1=CC=CC=C1)CC(C)C (2(R)-[2-benzamido-1(R)-(tert-butoxycarbonyl)ethyl]-2′-benzyloxycarbonyl-4-methylvalerohydrazide). The reagents and catalysts are [Pd] (palladium-on-carbon). Solvent: C(C)O (ethanol). Yields the product C(C1=CC=CC=C1)(=O)NC[C@H](C(=O)OC(C)(C)C)[C@H](C(=O)NN)CC(C)C (2(R)-[2-benzamido-1(R)-(tert-butoxycarbonyl)ethyl]-4-methylvalerohydrazide). Yield: 98.7%. As a reaction SMILES: [C:1]([NH:9][CH2:10][C@@H:11]([C@@H:19]([CH2:34][CH:35]([CH3:37])[CH3:36])[C:20]([NH:22][NH:23]C(OCC1C=CC=CC=1)=O)=[O:21])[C:12]([O:14][C:15]([CH3:18])([CH3:17])[CH3:16])=[O:13])(=[O:8])[C:2]1[CH:7]=[CH:6][CH:5]=[CH:4][CH:3]=1>C(O)C.[Pd]>[C:1]([NH:9][CH2:10][C@@H:11]([C@@H:19]([CH2:34][CH:35]([CH3:37])[CH3:36])[C:20]([NH:22][NH2:23])=[O:21])[C:12]([O:14][C:15]([CH3:17])([CH3:18])[CH3:16])=[O:13])(=[O:8])[C:2]1[CH:3]=[CH:4][CH:5]=[CH:6][CH:7]=1. Reported procedure: A solution of 0.81 g of 2(R)-[2-benzamido-1(R)-(tert-butoxycarbonyl)ethyl]-2′-benzyloxycarbonyl-4-methylvalerohydrazide in 10 ml of ethanol was hydrogenated in the presence of 0.080 g of 10% palladium-on-carbon for 4 hours. The catalyst was removed by filtration and evaporation gave 0.59 g of 2(R)-[2-benzamido-1(R)-(tert-butoxycarbonyl)ethyl]-4-methylvalerohydrazide in the form of a white solid. Reactants: FC1=CC=C(C=C1)SC1=CC(=CN1)C(=O)OC (Methyl 5-(4-fluorophenylthio)pyrrole-3-carboxylate), [OH-].[Na+] (sodium hydroxide). Run in CO (methanol), CO (methanol). Yields the product FC1=CC=C(C=C1)SC1=CC(=CN1)C(=O)O (5-(4-fluorophenylthio)pyrrole-3-carboxylic acid). Yield: 82.6%. As a reaction SMILES: [F:1][C:2]1[CH:7]=[CH:6][C:5]([S:8][C:9]2[NH:13][CH:12]=[C:11]([C:14]([O:16]C)=[O:15])[CH:10]=2)=[CH:4][CH:3]=1.[OH-].[Na+]>CO>[F:1][C:2]1[CH:3]=[CH:4][C:5]([S:8][C:9]2[NH:13][CH:12]=[C:11]([C:14]([OH:16])=[O:15])[CH:10]=2)=[CH:6][CH:7]=1 |f:1.2|. Procedure details: Methyl 5-(4-fluorophenylthio)pyrrole-3-carboxylate (1.5 g.) was combined with 10 ml. of methanol and 10 ml. of 1 N sodium hydroxide and refluxed for 2 hours. The methanol was allowed to evaporate, the aqueous residue was diluted with approximately one volume of water and extracted twice with ether. The aqueous phase was cooled in an ice-water bath and acidified to pH 2.0 with conc. hydrochloric acid. The gummy solid which precipitated was extracted into ethyl acetate. The three combined ethyl ac...